Dataset: the Open Reaction Database (ORD), a public repository of structured organic reaction records. Task: describe an organic reaction: reactants, conditions, products, and yield Starting materials: CCO, Cl, Cl, [K+], [OH-], CCOC(=O)c1ccc(CCN2CCN(CCCc3ccccc3)CC2)cc1. The product is O=C(O)c1ccc(CCN2CCN(CCCc3ccccc3)CC2)cc1. As a reaction SMILES: [CH3:33][CH2:34][OH:35].[ClH:1].[ClH:2].[K+:32].[OH-:31].[c:3]1([CH2:9][CH2:10][CH2:11][N:12]2[CH2:13][CH2:14][N:15]([CH2:18][CH2:19][c:20]3[cH:21][cH:22][c:23]([C:24](=[O:25])[O:26][CH2:27][CH3:28])[cH:29][cH:30]3)[CH2:16][CH2:17]2)[cH:4][cH:5][cH:6][cH:7][cH:8]1>>[c:3]1([CH2:9][CH2:10][CH2:11][N:12]2[CH2:13][CH2:14][N:15]([CH2:18][CH2:19][c:20]3[cH:21][cH:22][c:23]([C:24](=[O:25])[OH:26])[cH:29][cH:30]3)[CH2:16][CH2:17]2)[cH:4][cH:5][cH:6][cH:7][cH:8]1. Starting materials: C(C)(=O)OCC1=C(C=CC=C1)\C(\C(=O)N)=N/O ((E)-2-(2-acetoxymethylphenyl)-2-hydroxyiminoacetamide), C([O-])([O-])=O.[K+].[K+] (potassium carbonate), CC(=O)C (acetone), S(=O)(=O)(OC)OC (dimethyl sulfate). Solvent: O (Water), O (Water). Product: C(C)(=O)OCC1=C(C=CC=C1)\C(\C(=O)N)=N/OC ((E)-2-(2-acetoxymethylphenyl)-2-methoxyiminoacetamide). The yield is 95.3%. Reaction SMILES: [C:1]([O:4][CH2:5][C:6]1[CH:11]=[CH:10][CH:9]=[CH:8][C:7]=1/[C:12](=[N:16]\[OH:17])/[C:13]([NH2:15])=[O:14])(=[O:3])[CH3:2].[C:18](=O)([O-])[O-].[K+].[K+].CC(C)=O.S(OC)(OC)(=O)=O>O>[C:1]([O:4][CH2:5][C:6]1[CH:11]=[CH:10][CH:9]=[CH:8][C:7]=1/[C:12](=[N:16]\[O:17][CH3:18])/[C:13]([NH2:15])=[O:14])(=[O:3])[CH3:2] |f:1.2.3|. Procedure details: A mixture of (E)-2-(2-acetoxymethylphenyl)-2-hydroxyiminoacetamide (428 mg), potassium carbonate (301 mg) and acetone (3.6 ml) was stirred at room temperature. To the mixture was added dropwise 95% dimethyl sulfate (0.20 ml). The mixture was stirred at room temperature for 4.5 hours. Water (10 ml) was added to the reaction mixture, and the mixture was stirred at room temperature for 30 minutes. Water (30 ml) was added, and the mixture was extracted with ethyl acetate three times. The combined et... The reactants are OS(=O)(=O)O (H2SO4), BrC=1C=C(N)C=CC1 (3-bromoaniline), C(=C)C(=O)C (methyl vinyl ketone). Solvent: O1CCOCC1 (1,4-dioxane), O1CCOCC1 (1,4-dioxane). Conditions: time 1 hour. The product is BrC1=CC=C2C(=CC=NC2=C1)C (7-Bromo-4-methylquinoline). Reaction SMILES: OS(O)(=O)=O.[Br:6][C:7]1[CH:8]=[C:9]([CH:11]=[CH:12][CH:13]=1)[NH2:10].[CH:14]([C:16]([CH3:18])=O)=[CH2:15]>O1CCOCC1>[Br:6][C:7]1[CH:8]=[C:9]2[C:11]([C:16]([CH3:18])=[CH:14][CH:15]=[N:10]2)=[CH:12][CH:13]=1. Reported procedure: H2SO4 (14.4 mL, 270 mmol) is added to a solution of 3-bromoaniline (Aldrich, 30.0 g, 174 mmol) in 1,4-dioxane (1 L) at RT. The mixture is heated to reflux and treated with methyl vinyl ketone (Aldrich, 19.5 mL, 270 mmol) in 1,4-dioxane (50 mL) dropwise over 3 h. Heating is continued for 1 h after the addition, followed by removal of the solvent in vacuo. The residue is dissolved in water (100 mL), neutralized with Na2CO3 and extracted with CH2Cl2. The combined organic extracts are washed with wa... Starting materials: C1(CCCC1)C(=O)C1=CC=C(C=C1)SC (Cyclopentyl-(4-(methylthio)phenyl)-methanone), [OH-].[Na+] (NaOH), Cl (HCl). The reagents and catalysts are CCCCCCCC[N+](C)(CCCCCCCC)CCCCCCCC.[Cl-] (Aliquat 336). Run in C(Cl)(Cl)(Cl)Cl (CCl4), C1(=CC=CC=C1)C (toluene). Conditions: time 16 hour. The product is OC1(CCCC1)C(=O)C1=CC=C(C=C1)SC ((1-Hydroxycyclopentyl)-(4-(methylthio)phenyl)-methanone). Yield: 69.9%. As a reaction SMILES: [CH:1]1([C:6]([C:8]2[CH:13]=[CH:12][C:11]([S:14][CH3:15])=[CH:10][CH:9]=2)=[O:7])[CH2:5][CH2:4][CH2:3][CH2:2]1.[OH-:16].[Na+].Cl>C(Cl)(Cl)(Cl)Cl.C1(C)C=CC=CC=1.CCCCCCCC[N+](CCCCCCCC)(CCCCCCCC)C.[Cl-]>[OH:16][C:1]1([C:6]([C:8]2[CH:13]=[CH:12][C:11]([S:14][CH3:15])=[CH:10][CH:9]=2)=[O:7])[CH2:2][CH2:3][CH2:4][CH2:5]1 |f:1.2,6.7|. Procedure: To a solution of the ketone from Step 1 (7.2 g, 32.7 mmol) in 4.7 ml CCl4 and 9.6 ml toluene was added Aliquat 336 (2.11 g, 5.20 mmol) and powdered NaOH (2.88 g, 71.9 mmol) and the mixture was stirred for 16 h at r.t. To the brown mixture was added 100 ml of 5% aq. HCl and extracted with EtOAc (4×100 ml). The combined organic layers were washed with brine, dried over MgSO4, filtered and concentrated. Chromatography on silica gel (20% EtOAc/hexane) gave 5.4 g of the title compound as a white waxy... Starting materials: CC(=O)O, C=CC(=O)N(C)C, ClCCl, Nc1cc(Cl)ccc1S. The product is CN(C)C(=O)CCSc1ccc(Cl)cc1N. RXN SMILES: [C:17]([OH:18])(=[O:19])[CH3:20].[CH3:10][N:11]([C:12]([CH:13]=[CH2:14])=[O:15])[CH3:16].[Cl:21][CH2:22][Cl:23].[NH2:1][c:2]1[c:3]([SH:9])[cH:4][cH:5][c:6]([Cl:8])[cH:7]1>>[NH2:1][c:2]1[c:3]([S:9][CH2:14][CH2:13][C:12]([N:11]([CH3:10])[CH3:16])=[O:15])[cH:4][cH:5][c:6]([Cl:8])[cH:7]1. Reactants: O=CC1=CC(OC)=C(O)C=C1 (Vanillin), ClCl (chlorine). Solvent: C(Cl)(Cl)Cl (chloroform). Yields the product ClC1(CC(C=O)=CC=C1O)OC (3-chlorovanillin). Yield: 94.0%. Reaction SMILES: [O:1]=[CH:2][C:3]1[CH:11]=[CH:10][C:8]([OH:9])=[C:5]([O:6][CH3:7])[CH:4]=1.[Cl:12]Cl>C(Cl)(Cl)Cl>[Cl:12][C:5]1([O:6][CH3:7])[C:8]([OH:9])=[CH:10][CH:11]=[C:3]([CH:2]=[O:1])[CH2:4]1. Procedure details: Vanillin (100 g) is dissolved in chloroform (800 ml), and thereto is blown with stirring chlorine gas at room temperature for about one hour to give the white solid. The compressed air is blown into the mixture to remove the chlorine being dissolved therein, and the precipitated solid is collected by filtration, washed, and dried. The mother liquor is concentrated, and triturated with diethyl ether, and the precipitates are collected by filtration, washed, and dried. The former precipitated soli... The reactants are NC=1SC=C(N1)C(C(=O)N[C@H]1[C@@H]2N(C(=C(CS2)COC(C)=O)C(=O)[O-])C1=O)=NOC.[Na+] (sodium 7β-[2-(2-aminothiazol-4-yl)-2-methoxyiminoacetamido]-3-acetoxymethyl-3-cephem-4-carboxylate), O1C(=NC=C1)C1=CC=NC=C1 (4-(oxazol-2-yl)-pyridine), Cl (hydrochloric acid), Compound 1, [I-].[Na+] (sodium iodide). Run in C(C)#N (acetonitrile), CC(=O)C (acetone). Reaction conditions: temperature 80 celsius, time 1 hour. Product: NC=1SC=C(N1)C(C(=O)N[C@H]1[C@@H]2N(C(=C(CS2)C[N+]2=CC=C(C=C2)C=2OC=CN2)C(=O)[O-])C1=O)=NOC (7β-[2-(2-Aminothiazol-4-yl)-2-methoxyiminoacetamido]-3-[4-(oxazol-2-yl)-1-pyridinio]methyl-3-cephem-4-carboxylate). RXN SMILES: [NH2:1][C:2]1[S:3][CH:4]=[C:5]([C:7](=[N:28][O:29][CH3:30])[C:8]([NH:10][C@@H:11]2[C:26](=[O:27])[N:13]3[C:14]([C:23]([O-:25])=[O:24])=[C:15]([CH2:18]OC(=O)C)[CH2:16][S:17][C@H:12]23)=[O:9])[N:6]=1.[Na+].[I-].[Na+].[O:34]1[CH:38]=[CH:37][N:36]=[C:35]1[C:39]1[CH:44]=[CH:43][N:42]=[CH:41][CH:40]=1.Cl>CC(C)=O.C(#N)C>[NH2:1][C:2]1[S:3][CH:4]=[C:5]([C:7](=[N:28][O:29][CH3:30])[C:8]([NH:10][C@@H:11]2[C:26](=[O:27])[N:13]3[C:14]([C:23]([O-:25])=[O:24])=[C:15]([CH2:18][N+:42]4[CH:41]=[CH:40][C:39]([C:35]5[O:34][CH:38]=[CH:37][N:36]=5)=[CH:44][CH:43]=4)[CH2:16][S:17][C@H:12]23)=[O:9])[N:6]=1 |f:0.1,2.3|. Procedure details: 0.75 g of sodium 7β-[2-(2-aminothiazol-4-yl)-2-methoxyiminoacetamido]-3-acetoxymethyl-3-cephem-4-carboxylate (hereinafter referred to Compound 1), 2.25 g of sodium iodide and 0.51 g of 4-(oxazol-2-yl)-pyridine were added to a mixture of 0.4 ml of 4 N hydrochloric acid and 1.2 ml of acetonitrile, followed by stirring at 80° C. for 1 hour. After allowing the mixture to cool, the reaction mixture was poured into acetone, and the precipitate formed was separated by filtration and washed with acetone... Reactants: O=C([O-])[O-], CC(C)=O, O=[N+]([O-])c1cc(O)c(Cl)cc1F, Cl, CC(C)I, [K+], [K+]. Product: CC(C)Oc1cc([N+](=O)[O-])c(F)cc1Cl. Reaction SMILES: [C:13](=[O:14])([O-:15])[O-:16].[CH3:24][C:25](=[O:26])[CH3:27].[Cl:1][c:2]1[c:3]([OH:12])[cH:4][c:5]([N+:9](=[O:10])[O-:11])[c:6]([F:8])[cH:7]1.[ClH:23].[I:19][CH:20]([CH3:21])[CH3:22].[K+:17].[K+:18]>>[Cl:1][c:2]1[c:3]([O:12][CH:20]([CH3:21])[CH3:22])[cH:4][c:5]([N+:9](=[O:10])[O-:11])[c:6]([F:8])[cH:7]1.